describe an organic reaction: reactants, conditions, products, and yield From a dataset of the Open Reaction Database (ORD), a public repository of structured organic reaction records. The reactants are C1(=CC=CC=C1)S(=O)(=O)CC1=CC=C(C(=C1C(=O)OCC)OC)Br (ethyl 6-(benzenesulphonylmethyl)-3-bromo-2-methoxybenzoate), BrC=1C(=C(C(=O)OC)C(=CC1)CSC1=C(C=CC=C1)Br)OC (methyl 3-bromo-6-(2-bromophenylthiomethyl)-2-methoxybenzoate), BrC=1C(=C(C(=O)OC)C(=CC1)CSC1=C(C=CC=C1)Br)OC (methyl 3-bromo-6-(2-bromophenylthiomethyl)-2-methoxybenzoate). Product: BrC=1C(=C(C(=O)OC)C(=CC1)CS(=O)(=O)C1=C(C=CC=C1)Br)OC (Methyl 3-bromo-6-(2-bromobenzenesulphonylmethyl)-2-methoxybenzoate). As a reaction SMILES: [C:1]1([S:7]([CH2:10][C:11]2[C:16]([C:17]([O:19][CH2:20]C)=[O:18])=[C:15]([O:22][CH3:23])[C:14]([Br:24])=[CH:13][CH:12]=2)(=[O:9])=[O:8])[CH:6]=[CH:5][CH:4]=[CH:3][CH:2]=1.[Br:25]C1C(OC)=C(C(CSC2C=CC=CC=2Br)=CC=1)C(OC)=O>>[Br:24][C:14]1[C:15]([O:22][CH3:23])=[C:16]([C:11]([CH2:10][S:7]([C:1]2[CH:6]=[CH:5][CH:4]=[CH:3][C:2]=2[Br:25])(=[O:9])=[O:8])=[CH:12][CH:13]=1)[C:17]([O:19][CH3:20])=[O:18]. Procedure details: Prepared by proceeding in a similar manner to Intermediate 61, starting from methyl 3-bromo-6-(2-bromophenylthiomethyl)-2-methoxybenzoate (Intermediate 81).